This data is from the Open Reaction Database (ORD), a public repository of structured organic reaction records. The task is: describe an organic reaction: reactants, conditions, products, and yield Reactants: Cl (hydrochloric acid), C(C)(=O)C1=C(C(=C(OCC2=CC=CN3C2=NC=C(C3=O)CCC#N)C=C1)CCC)O (9-[(4-acetyl-3-hydroxy-2-n-propylphenoxy)methyl ]-3-(2-cyanoethyl)-4H-pyrido[1,2-a]pyrimidin-4-one), [N-]=[N+]=[N-].[Na+] (sodium azide), ice water. Run in O1CCCC1 (tetrahydrofuran). The product is C(C)(=O)C1=C(C(=C(OCC2=CC=CN3C2=NC=C(C3=O)CCC3=NN=NN3)C=C1)CCC)O (9-[(4-acetyl-3-hydroxy-2-n-propylphenoxy)methyl]-3-[2-(1H-tetrazol-5-yl)ethyl]-4H-pyrido[1,2-a]pyrimidin-4-one). Yield: 58.9%. Reaction SMILES: [C:1]([C:4]1[CH:26]=[CH:25][C:7]([O:8][CH2:9][C:10]2[C:15]3=[N:16][CH:17]=[C:18]([CH2:21][CH2:22][C:23]#[N:24])[C:19](=[O:20])[N:14]3[CH:13]=[CH:12][CH:11]=2)=[C:6]([CH2:27][CH2:28][CH3:29])[C:5]=1[OH:30])(=[O:3])[CH3:2].[N-:31]=[N+:32]=[N-:33].[Na+].Cl>O1CCCC1>[C:1]([C:4]1[CH:26]=[CH:25][C:7]([O:8][CH2:9][C:10]2[C:15]3=[N:16][CH:17]=[C:18]([CH2:21][CH2:22][C:23]4[NH:33][N:32]=[N:31][N:24]=4)[C:19](=[O:20])[N:14]3[CH:13]=[CH:12][CH:11]=2)=[C:6]([CH2:27][CH2:28][CH3:29])[C:5]=1[OH:30])(=[O:3])[CH3:2] |f:1.2|. Procedure: A mixture of 1.07 g (2.65 mmoles) of 9-[(4-acetyl-3-hydroxy-2-n-propylphenoxy)methyl ]-3-(2-cyanoethyl)-4H-pyrido[1,2-a]pyrimidin-4-one, 1.76 g 2.57 g (39.53 mmoles) of sodium azide and 45 ml of tetrahydrofuran was heated under reflux for 23 hours. After cooling, the resulting reaction solution was poured into ice water and then acidified with dilute hydrochloric acid. The precipitate so formed was separated by filtration and recrystallized from acetonitrile to obtain 0.70 g (59% yield) of 9-[(4... Starting materials: CC(C)COC(=O)C(C)N, Cl, O=C(O)CCCc1ccccc1. Yields the product CC(C)COC(=O)C(C)NC(=O)CCCc1ccccc1. As a reaction SMILES: [CH2:14]([CH:15]([CH3:16])[CH3:17])[O:18][C:19]([CH:20]([NH2:21])[CH3:22])=[O:23].[ClH:13].[c:1]1([CH2:7][CH2:8][CH2:9][C:10](=[O:11])[OH:12])[cH:2][cH:3][cH:4][cH:5][cH:6]1>>[c:1]1([CH2:7][CH2:8][CH2:9][C:10](=[O:12])[NH:21][CH:20]([C:19]([O:18][CH2:14][CH:15]([CH3:16])[CH3:17])=[O:23])[CH3:22])[cH:2][cH:3][cH:4][cH:5][cH:6]1. Starting materials: IC=1SC=CC1 (Iodothiophene), C(CC)O (propanol), cupric oxide, [Na] (sodium). Product: C(CC)OC=1SC=CC1 (2-propoxythiophene). Yield: 13.5%. As a reaction SMILES: I[C:2]1[S:3][CH:4]=[CH:5][CH:6]=1.[Na].[CH2:8]([OH:11])[CH2:9][CH3:10]>>[CH2:8]([O:11][C:2]1[S:3][CH:4]=[CH:5][CH:6]=1)[CH2:9][CH3:10] |^1:6|. Reported procedure: Iodothiophene (59 g, 281 mmole) and cupric oxide (11.2 g, 141 mmole) were placed in propanol (420 g) containing sodium (19.7 g, 857 mmole). The mixture was stirred at reflux for 48 hours and then filtered. The filtrate was added to cold water and the water extracted with ethyl ether. The ether layers were combined, dried over magnesium sulfate, filtered, concentrated, and then vacuum distilled from over sodium at 50° C. and 10 torr to provide 5.4 g of product.